From a dataset of the Open Reaction Database (ORD), a public repository of structured organic reaction records. describe an organic reaction: reactants, conditions, products, and yield The reactants are CC(=O)C=CC1=CC=CC=C1 (styryl methyl ketone), pyrrolidone hydrotribromide. Run in C1CCOC1 (THF), C1CCOC1 (THF). Conditions: time 24 hour. The product is C(=CC1=CC=CC=C1)C(=O)CBr (bromomethyl styryl ketone). Isolated yield 76.8%. RXN SMILES: [CH3:1][C:2]([CH:4]=[CH:5][C:6]1[CH:11]=[CH:10][CH:9]=[CH:8][CH:7]=1)=[O:3].C1CNC(=O)C1.[Br:18][Br-]Br>C1COCC1>[CH:4]([C:2]([CH2:1][Br:18])=[O:3])=[CH:5][C:6]1[CH:11]=[CH:10][CH:9]=[CH:8][CH:7]=1 |f:1.2|. Reported procedure: To a solution of styryl methyl ketone (5.0 g, 34.2 mmol) in dry THF (80 mL) at room temperature under nitrogen is slowly added a solution of pyrrolidone hydrotribromide (20.3 g, 40.9 mmol) in dry THF (120 mL) in 1 hr. The mixture is continued to stir at room temperature for 24 hrs. Excess pyrrolidone hydrotribromide is removed by filtration. The filtrate is concentrated to dryness. The resulting residue is dissolved in Et2O, washed with brine and dried (Na2SO4). Removal of the solvents affords a... Reactants: CO, COC(=O)C(CC(=O)N1CCc2ccccc2C1)CC(C)C, [Cl-], [Li+], [Na+], C1CCOC1, [OH-], O, O. The product is CC(C)CC(CC(=O)N1CCc2ccccc2C1)C(=O)O. Reaction SMILES: [CH3:29][OH:30].[CH3:4][O:5][C:6]([CH:7]([CH2:8][CH:9]([CH3:10])[CH3:11])[CH2:12][C:13](=[O:14])[N:15]1[CH2:16][c:17]2[cH:18][cH:19][cH:20][cH:21][c:22]2[CH2:23][CH2:24]1)=[O:25].[Cl-:27].[Li+:3].[Na+:26].[O:31]1[CH2:32][CH2:33][CH2:34][CH2:35]1.[OH-:2].[OH2:1].[OH2:28]>>[O:5]=[C:6]([CH:7]([CH2:8][CH:9]([CH3:10])[CH3:11])[CH2:12][C:13](=[O:14])[N:15]1[CH2:16][c:17]2[cH:18][cH:19][cH:20][cH:21][c:22]2[CH2:23][CH2:24]1)[OH:25]. Starting materials: ice water, ClCCl (dichloromethane), CC(=O)OCC1=C(N2[C@@H]([C@@H](C2=O)N)SC1)C(=O)O (7-ACA), CS(=O)(=O)O (methanesulfonic acid), [OH-].[Na+] (sodium hydroxide), resultant mixture. Run in CO (methanol). Conditions: time 6 hour. Yields the product desired product, NC1[C@@H]2N(C(=C(CS2)COC)C(=O)O)C1=O (7-amino-3-methoxymethyl-3-cephem-4-carboxylic acid). As a reaction SMILES: ClCCl.C[C:5]([O:7][CH2:8][C:9]1[CH2:18][S:17][C@@H:12]2[C@H:13]([NH2:16])[C:14](=[O:15])[N:11]2[C:10]=1[C:19]([OH:21])=[O:20])=O.CS(O)(=O)=O.[OH-].[Na+]>CO>[NH2:16][CH:13]1[C:14](=[O:15])[N:11]2[C:10]([C:19]([OH:21])=[O:20])=[C:9]([CH2:8][O:7][CH3:5])[CH2:18][S:17][C@H:12]12 |f:3.4|. Procedure: To 10 ml of dichloromethane were added 1.41 g of 7-ACA, 5.1 ml of methanesulfonic acid and 1.23 ml of methanol. The reaction was conducted at 0° C. for 6 hours. After completion of the reaction, the reaction mixture was poured into ice water. Then, the resultant mixture was adjusted to pH 3.5 with 10% aqueous sodium hydroxide to form a precipitate. The precipitate was collected by filtration, and then washed with water and dried to obtain the desired product, namely 7-amino-3-methoxymethyl-3-cep...